From a dataset of the Open Reaction Database (ORD), a public repository of structured organic reaction records. describe an organic reaction: reactants, conditions, products, and yield The reactants are Cl (HCl), O.O1CCOCC1 (water dioxane), [Cl-].C(CCC)[N+]1=CN(C=C1)C (1-butyl-3-methylimidazolium chloride), Cl (HCl), O1CCOCC1 (1,4-dioxane), [H+].[B-](F)(F)(F)F (HBF4). Product: F[B-](F)(F)F.C(CCC)[N+]1=CN(C=C1)C (1-butyl-3-methylimidazolium tetrafluoroborate). Yield: 99.0%. As a reaction SMILES: [Cl-].[CH2:2]([N+:6]1[CH:10]=[CH:9][N:8]([CH3:11])[CH:7]=1)[CH2:3][CH2:4][CH3:5].Cl.O1CCOCC1.O.O1CCOCC1.[H+].[B-:27]([F:31])([F:30])([F:29])[F:28]>>[F:28][B-:27]([F:31])([F:30])[F:29].[CH2:2]([N+:6]1[CH:10]=[CH:9][N:8]([CH3:11])[CH:7]=1)[CH2:3][CH2:4][CH3:5] |f:0.1,4.5,6.7,8.9|. Procedure: 116.5 g (0.667 mol) of 1-butyl-3-methylimidazolium chloride are initially introduced at 70° C. in the liquid state and dissolved in 120.6 g of approx. 50% aqueous HBF4 (approx. 3% excess). No warming and only slight HCl gas formation is observed in the process. 250 ml of 1,4-dioxane are subsequently added, and 250 ml of HCl-containing water/dioxane azeotrope are distilled off at atmospheric pressure (85-90° C.). A further 200 ml of dioxane are then added, and 250 ml of HCl-containing water/dioxa... Reactants: O[C@@H]1[C@@H]2[C@]3(C=CC(C=C3[C@H](C[C@H]2[C@@H]2CC[C@](C(C(O)OC([C@@H](NC([C@H]3N(CCC3)C([C@@H](NC([C@@H](NC(=O)OC(C)(C)C)C)=O)C)=O)=O)C(C)C)=O)=O)([C@]2(C1)C)OC(CC)=O)C)=O)C (N-(N-(N-(N-(1,1-Dimethylethoxycarbonyl)-L-alanyl)-L-alanyl)-L -prolyl)-L-valine [11β,21-dihydroxy-3,20-dioxo-6α-methyl-17-propionyloxy-pregna-1,4-dien-21-yl] ester), C(C)(C)N(CC)C(C)C (diisopropylethylamine), C1(=CC=CC=C1)N(C(=O)Cl)C1=CC=CC=C1 (diphenylcarbamoyl chloride). Run in ClCCl (dichloromethane). Conditions: time 110 hour. Yields the product O[C@@H]1[C@@H]2[C@]3(C=CC(C=C3[C@H](C[C@H]2[C@@H]2CC[C@](C(C(O)OC([C@@H](NC([C@H]3N(CCC3)C([C@@H](NC([C@@H](NC(N(C3=CC=CC=C3)C3=CC=CC=C3)=O)C)=O)C)=O)=O)C(C)C)=O)=O)([C@]2(C1)C)OC(CC)=O)C)=O)C (N-(N -(N-(N-(diphenylcarbamoyl)-L-alanyl)-L-alanyl)-L-prolyl)-L-valine [11β,21-dihydroxy-3,20-dioxo-6α-methyl-17-propionyloxy-pregna -1,4-dien-21-yl] ester). Yield: 97.0%. Reaction SMILES: [OH:1][C@H:2]1[CH2:54][C@@:53]2([CH3:55])[C@@H:13]([CH2:14][CH2:15][C@:16]2([O:56][C:57](=[O:60])[CH2:58][CH3:59])[C:17](=[O:52])[CH:18]([O:20][C:21](=[O:51])[C@H:22]([CH:48]([CH3:50])[CH3:49])[NH:23][C:24](=[O:47])[C@@H:25]2[CH2:29][CH2:28][CH2:27][N:26]2[C:30](=[O:46])[C@H:31]([CH3:45])[NH:32][C:33](=[O:44])[C@H:34]([CH3:43])[NH:35]C(OC(C)(C)C)=O)[OH:19])[C@H:12]2[C@H:3]1[C@:4]1([CH3:63])[C:9]([C@@H:10]([CH3:61])[CH2:11]2)=[CH:8][C:7](=[O:62])[CH:6]=[CH:5]1.C(N(C(C)C)CC)(C)C.[C:73]1([N:79]([C:83]2[CH:88]=[CH:87][CH:86]=[CH:85][CH:84]=2)[C:80](Cl)=[O:81])[CH:78]=[CH:77][CH:76]=[CH:75][CH:74]=1>ClCCl>[OH:1][C@H:2]1[CH2:54][C@@:53]2([CH3:55])[C@@H:13]([CH2:14][CH2:15][C@:16]2([O:56][C:57](=[O:60])[CH2:58][CH3:59])[C:17](=[O:52])[CH:18]([O:20][C:21](=[O:51])[C@H:22]([CH:48]([CH3:49])[CH3:50])[NH:23][C:24](=[O:47])[C@@H:25]2[CH2:29][CH2:28][CH2:27][N:26]2[C:30](=[O:46])[C@H:31]([CH3:45])[NH:32][C:33](=[O:44])[C@H:34]([CH3:43])[NH:35][C:80](=[O:81])[N:79]([C:83]2[CH:88]=[CH:87][CH:86]=[CH:85][CH:84]=2)[C:73]2[CH:78]=[CH:77][CH:76]=[CH:75][CH:74]=2)[OH:19])[C@H:12]2[C@H:3]1[C@:4]1([CH3:63])[C:9]([C@@H:10]([CH3:61])[CH2:11]2)=[CH:8][C:7](=[O:62])[CH:6]=[CH:5]1. Procedure: 150 mg (0.17 mmol) of H-Ala-Ala-Pro-Val-O-MPP x TFA (Example 3) and 150 μl (0.89 mmol) of diisopropylethylamine are dissolved in 6 ml of dichloromethane, mixed with 155 mg (0.37 mmol) of diphenylcarbamoyl chloride and stirred for 110 hours at room temperature. The residue that remains after removal of the solvent i.vac. is chromatographed. Gradient chromatography (Lichroprep Si60A pre-packed column, hexane→hexane/dichloromethane/methanol 30:60:10) yields 158 mg (97%) of N-(N -(N-(N-(diphenylcarb... The reactants are CCCCCCCCCCCCCCOc1ccc(C(=O)Cl)cc1, ClCCl, NCc1ccccn1, c1ccncc1. The product is CCCCCCCCCCCCCCOc1ccc(C(=O)NCc2ccccn2)cc1. As a reaction SMILES: [CH2:15]([CH2:16][CH2:17][CH2:18][CH2:19][CH2:20][CH2:21][CH2:22][CH2:23][CH2:24][CH2:25][CH2:26][CH2:27][CH3:28])[O:29][c:30]1[cH:31][cH:32][c:33]([C:34](=[O:35])[Cl:36])[cH:37][cH:38]1.[CH2:39]([Cl:40])[Cl:41].[NH2:1][CH2:2][c:3]1[n:4][cH:5][cH:6][cH:7][cH:8]1.[cH:9]1[cH:10][cH:11][n:12][cH:13][cH:14]1>>[NH:1]([CH2:2][c:3]1[n:4][cH:5][cH:6][cH:7][cH:8]1)[C:34]([c:33]1[cH:32][cH:31][c:30]([O:29][CH2:15][CH2:16][CH2:17][CH2:18][CH2:19][CH2:20][CH2:21][CH2:22][CH2:23][CH2:24][CH2:25][CH2:26][CH2:27][CH3:28])[cH:38][cH:37]1)=[O:35]. Starting materials: N1C=CC2=CC=CC=C12 (indole), C(C)(C)N(C(C)C)CC (N,N-diisopropylethylamine), C(C#C)Br (Propargyl bromide). The reagents and catalysts are [I-].C(CCC)[N+](CCCC)(CCCC)CCCC (tetrabutylammonium iodide), FC(S(=O)(=O)[O-])(F)F.[Zn+2].FC(S(=O)(=O)[O-])(F)F (zinc trifluoromethanesulfonate). The solvent is C1(=CC=CC=C1)C (toluene). Reaction conditions: time 15 minute. Product: C(C#C)C1=CNC2=CC=CC=C12 (3-prop-2-ynyl-1H-indole). As a reaction SMILES: [NH:1]1[C:9]2[C:4](=[CH:5][CH:6]=[CH:7][CH:8]=2)[CH:3]=[CH:2]1.[CH:10](N(CC)C(C)C)([CH3:12])[CH3:11].C(Br)C#C>[I-].C([N+](CCCC)(CCCC)CCCC)CCC.C1(C)C=CC=CC=1.FC(F)(F)S([O-])(=O)=O.[Zn+2].FC(F)(F)S([O-])(=O)=O>[CH2:12]([C:3]1[C:4]2[C:9](=[CH:8][CH:7]=[CH:6][CH:5]=2)[NH:1][CH:2]=1)[C:10]#[CH:11] |f:3.4,6.7.8|. Procedure details: To a solution of indole (0.50 g, 4.67 mmol), zinc trifluoromethanesulfonate (1.02 g, 2.8 mmol) and tetrabutylammonium iodide (0.86 g, 2.34 mmol) in toluene (14 mL) was added N,N-diisopropylethylamine (0.89 mL, 5.14 mmol) and the mixture was stirred at room temperature for about 15 min. Propargyl bromide (0.26 mL, 2.34 mmol) was added and the solution was stirred at room temperature for about 4 hours. The solution was quenched by addition of aqueous ammonium chloride and the mixture was extracted... Reactants: O (water), C(CC)[C@@H]1[C@H](O1)CO ((R,R)-(3-propyl-oxiranyl)-methanol), [OH-].[Na+] (sodium hydroxide), ClC=1C=C(C=C(C1)Cl)O (3,5-dichlorophenol). Solvent: [Cl-].[Na+].O (brine), ClCCl (dichloromethane), C1CCOC1 (THF), C1CCOC1 (THF). Run at temperature 75 celsius. Product: ClC=1C=C(O[C@H]([C@@H](CO)O)CCC)C=C(C1)Cl ((2R,3S)-3-(3,5-Dichloro-phenoxy)-hexane-1,2-diol). The yield is 26.0%. RXN SMILES: [OH-].[Na+].[Cl:3][C:4]1[CH:5]=[C:6]([OH:11])[CH:7]=[C:8]([Cl:10])[CH:9]=1.[CH2:12]([C@H:15]1[O:17][C@@H:16]1[CH2:18][OH:19])[CH2:13][CH3:14].O>C1COCC1.[Cl-].[Na+].O.ClCCl>[Cl:3][C:4]1[CH:5]=[C:6]([CH:7]=[C:8]([Cl:10])[CH:9]=1)[O:11][C@@H:15]([CH2:12][CH2:13][CH3:14])[C@H:16]([OH:17])[CH2:18][OH:19] |f:0.1,6.7.8|. Procedure details: Add sodium hydroxide (1N, 9 mL) to a stirred solution of 3,5-dichlorophenol in THF (9 mL) followed by a solution of (R,R)-(3-propyl-oxiranyl)-methanol in THF (5 mL). Heat the reaction mixture at 75° C. overnight, cool to room temperature, add water, brine and dichloromethane, and separate the layers. The aqueous layer is extracted with dichloromethane, the combined organic extracts are washed successively with 1N sodium hydroxide and water, dried over anhydrous magnesium sulfate, and concentrate... Reactants: O=C([O-])[O-], CCOC(=O)C=O, C1=COCC1, CC(C)[O-], CC(C)[O-], CC(C)[O-], CC(C)[O-], Cc1ccccc1, CC(C)O, [Cl-], [Cl-], [Cl-], [Cl-], ClCCl, [K+], [K+], O, OCCNCCO, [Ti+4], [Ti+4]. Yields the product CCOC(=O)C(O)C1CCOC1OC(C)C. Reaction SMILES: [C:20](=[O:21])([O-:22])[O-:23].[C:4]([CH:5]=[O:6])(=[O:7])[O:8][CH2:9][CH3:10].[CH2:11]1[CH2:12][CH:13]=[CH:14][O:15]1.[CH3:39][CH:40]([CH3:41])[O-:42].[CH3:43][CH:44]([CH3:45])[O-:46].[CH3:47][CH:48]([CH3:49])[O-:50].[CH3:51][CH:52]([CH3:53])[O-:54].[CH3:56][c:57]1[cH:58][cH:59][cH:60][cH:61][cH:62]1.[CH:16]([CH3:17])([CH3:18])[OH:19].[Cl-:34].[Cl-:35].[Cl-:36].[Cl-:37].[Cl:1][CH2:2][Cl:3].[K+:24].[K+:25].[OH2:33].[OH:26][CH2:27][CH2:28][NH:29][CH2:30][CH2:31][OH:32].[Ti+4:38].[Ti+4:55]>>[C:4]([CH:5]([OH:6])[CH:13]1[CH2:12][CH2:11][O:15][CH:14]1[O:19][CH:16]([CH3:17])[CH3:18])(=[O:7])[O:8][CH2:9][CH3:10]. Reactants: CC(C)(C)OC(=O)N1CCC(Cc2cccc(Nc3ccnn3C(C)(C)C)n2)(C(=O)O)CC1, NNC(=O)OCc1ccccc1, CCN=C=NCCCN(C)C, ClC(Cl)Cl, Cl, O. Yields the product CC(C)(C)OC(=O)N1CCC(Cc2cccc(Nc3ccnn3C(C)(C)C)n2)(C(=O)NNC(=O)OCc2ccccc2)CC1. Reaction SMILES: [C:1]([CH3:2])([CH3:3])([CH3:4])[O:5][C:6](=[O:7])[N:8]1[CH2:9][CH2:10][C:11]([C:14](=[O:15])[OH:16])([CH2:17][c:18]2[n:19][c:20]([NH:24][c:25]3[cH:26][cH:27][n:28][n:29]3[C:30]([CH3:31])([CH3:32])[CH3:33])[cH:21][cH:22][cH:23]2)[CH2:12][CH2:13]1.[C:34]([NH:35][NH2:36])(=[O:37])[O:38][CH2:39][c:40]1[cH:41][cH:42][cH:43][cH:44][cH:45]1.[CH3:47][N:48]([CH3:49])[CH2:50][CH2:51][CH2:52][N:53]=[C:54]=[N:55][CH2:56][CH3:57].[CH:59]([Cl:60])([Cl:61])[Cl:62].[ClH:46].[OH2:58]>>[C:1]([CH3:2])([CH3:3])([CH3:4])[O:5][C:6](=[O:7])[N:8]1[CH2:9][CH2:10][C:11]([C:14](=[O:16])[NH:36][NH:35][C:34](=[O:37])[O:38][CH2:39][c:40]2[cH:41][cH:42][cH:43][cH:44][cH:45]2)([CH2:17][c:18]2[n:19][c:20]([NH:24][c:25]3[cH:26][cH:27][n:28][n:29]3[C:30]([CH3:31])([CH3:32])[CH3:33])[cH:21][cH:22][cH:23]2)[CH2:12][CH2:13]1.